Dataset: the Open Reaction Database (ORD), a public repository of structured organic reaction records. Task: describe an organic reaction: reactants, conditions, products, and yield The reactants are [Ag+2], COCCCOc1cc(Br)c[nH]c1=O, O=C([O-])[O-], CI, c1ccccc1. The product is COCCCOc1cc(Br)cnc1OC. RXN SMILES: [Ag+2:27].[Br:1][c:2]1[cH:3][c:4]([O:9][CH2:10][CH2:11][CH2:12][O:13][CH3:14])[c:5](=[O:8])[nH:6][cH:7]1.[C:23](=[O:24])([O-:25])[O-:26].[I:15][CH3:16].[cH:17]1[cH:18][cH:19][cH:20][cH:21][cH:22]1>>[Br:1][c:2]1[cH:3][c:4]([O:9][CH2:10][CH2:11][CH2:12][O:13][CH3:14])[c:5]([O:8][CH3:16])[n:6][cH:7]1. Run in C(C)OCC (diethyl ether). Reaction conditions: time 2 hour. Yield: 98.0%. Yields the product [Si](C)(C)(C(C)(C)C)OC1C=C(C(C1)(O)C)CC ((1RS,4RS)-3-ethyl-4-methyl-4-hydroxy-2-cyclopenten-1-yl (t-butyldimethylsilyl) ether). Procedure: To a liquid mixture of 2 g of (RS)-3-ethyl-4-oxo-2-cyclopenten-1-yl (t-butyldimethylsilyl) ether and 20 ml of tetrahydrofuran was added under nitrogen stream 10 ml of 1.07 M diethyl ether solution of methyllithium at -78° C. and the resulting mixture was stirred at the same temperature for 2 hours. Then the reaction liquid was poured into ice-cooled 5% aqueous solution of citric acid and extracted two times with diethyl ether. The combined ether layer was washed successively with saturated aqueo... RXN SMILES: [Si:1]([O:8][CH:9]1[CH2:13][C:12](=[O:14])[C:11]([CH2:15][CH3:16])=[CH:10]1)([C:4]([CH3:7])([CH3:6])[CH3:5])([CH3:3])[CH3:2].O1CCC[CH2:18]1.C[Li].C(O)(=O)CC(CC(O)=O)(C(O)=O)O>C(OCC)C>[Si:1]([O:8][CH:9]1[CH2:13][C:12]([CH3:18])([OH:14])[C:11]([CH2:15][CH3:16])=[CH:10]1)([C:4]([CH3:7])([CH3:6])[CH3:5])([CH3:2])[CH3:3]. The reactants are [Si](C)(C)(C(C)(C)C)OC1C=C(C(C1)=O)CC ((RS)-3-ethyl-4-oxo-2-cyclopenten-1-yl (t-butyldimethylsilyl) ether), O1CCCC1 (tetrahydrofuran), aqueous solution, C(CC(O)(C(=O)O)CC(=O)O)(=O)O (citric acid), C[Li] (methyllithium). Starting materials: FC(C(=O)O)(F)F (Trifluoroacetic acid), CC1C(N(C2=NC=CC=C2C12CCN(C=C2)C(=O)OCC2=CC=CC=C2)COCC[Si](C)(C)C)=O (benzyl 3-methyl-2-oxo-1-{[2-(trimethylsilyl)ethoxy]methyl}-2,2′,3,3′-tetrahydro-1H,1′H-spiro[1,8-naphthyridine-4,4′-pyridine]-1′-carboxylate). Solvent: ClCCl (dichloromethane). Run at time 2 hour. Yields the product CC1C(NC2=NC=CC=C2C12CCN(C=C2)C(=O)OCC2=CC=CC=C2)=O (Benzyl 3-methyl-2-oxo-2,2′,3,3′-tetrahydro-1H,1′H-spiro[1,8-naphthyridine-4,4′-pyridine]-1′-carboxylate). RXN SMILES: FC(F)(F)C(O)=O.[CH3:8][CH:9]1[C:18]2([CH:23]=[CH:22][N:21]([C:24]([O:26][CH2:27][C:28]3[CH:33]=[CH:32][CH:31]=[CH:30][CH:29]=3)=[O:25])[CH2:20][CH2:19]2)[C:17]2[C:12](=[N:13][CH:14]=[CH:15][CH:16]=2)[N:11](COCC[Si](C)(C)C)[C:10]1=[O:42]>ClCCl>[CH3:8][CH:9]1[C:18]2([CH:19]=[CH:20][N:21]([C:24]([O:26][CH2:27][C:28]3[CH:33]=[CH:32][CH:31]=[CH:30][CH:29]=3)=[O:25])[CH2:22][CH2:23]2)[C:17]2[C:12](=[N:13][CH:14]=[CH:15][CH:16]=2)[NH:11][C:10]1=[O:42]. Reported procedure: Trifluoroacetic acid (4 mL, 53.8 mmol) was added to a solution of benzyl 3-methyl-2-oxo-1-{[2-(trimethylsilyl)ethoxy]methyl}-2,2′,3,3′-tetrahydro-1H,1′H-spiro[1,8-naphthyridine-4,4′-pyridine]-1′-carboxylate (0.10 g, 0.20 mmol) in dichloromethane (2 mL). After 2 h, the reaction mixture was concentrated. The concentrated mixture was diluted in dichloromethane (2 mL) and ethane-1,2-diamine (4 mL) was added. After 1 h, the reaction mixture was concentrated and saturated aqueous sodium bicarbonate wa... Reactants: S(O)(O)(=O)=O (Sulfuric acid), COC=1C=C2C(=CC1OC)C(=O)C(C2)CC3CCN(CC3)CC=4C=CC=CC4 (Donepezil). Run in C(C)(=O)OCC (ethyl acetate). The product is COC=1C=C2C(=CC1OC)C(=O)C(C2)CC3CCN(CC3)CC=4C=CC=CC4.S(=O)(=O)([O-])[O-] (Donepezil Sulphate). RXN SMILES: [S:1](=[O:5])(=[O:4])([OH:3])[OH:2].[CH3:6][O:7][C:8]1[CH:9]=[C:10]2[CH2:19][CH:18]([CH2:20][CH:21]3[CH2:26][CH2:25][N:24]([CH2:27][C:28]4[CH:29]=[CH:30][CH:31]=[CH:32][CH:33]=4)[CH2:23][CH2:22]3)[C:16](=[O:17])[C:11]2=[CH:12][C:13]=1[O:14][CH3:15]>C(OCC)(=O)C>[CH3:6][O:7][C:8]1[CH:9]=[C:10]2[CH2:19][CH:18]([CH2:20][CH:21]3[CH2:22][CH2:23][N:24]([CH2:27][C:28]4[CH:33]=[CH:32][CH:31]=[CH:30][CH:29]=4)[CH2:25][CH2:26]3)[C:16](=[O:17])[C:11]2=[CH:12][C:13]=1[O:14][CH3:15].[S:1]([O-:5])([O-:4])(=[O:3])=[O:2] |f:3.4|. Procedure details: Sulfuric acid (0.53 ml, dissolved in 35 ml of absolute ethanol) is slowly added to a solution of Donepezil (3.79 g) in ethyl acetate (70 ml) with stirring at room temperature. The solid precipitated is filtered and dried at 55° C. under vacuum to give the title compound. The reactants are C(C=C)OC(=O)N1COC([C@]12[C@@H]1[C@H]([C@@H]1C[C@@H]2F)C(=O)O)=O ((1S,2S,3S,5R,6S)-3′-((Allyloxy)carbonyl)-3-fluoro-5′-oxospiro[bicyclo[3.1.0]hexan-2,4′-oxazolidine]-6-carboxylic acid), ( 4 ), BrCC=1OC(OC1C)=O (4-(bromomethyl)-5-methyl-1,3-dioxol-2-one), ( 3 ). Product: N[C@@]1([C@@H]2[C@H]([C@@H]2C[C@@H]1F)C(=O)OCC=1OC(OC1C)=O)C(=O)O ((1S,2S,3S,5R,6S)-2-amino-3-fluoro-6-(((5-methyl-2-oxo-1,3-dioxol-4-yl)methoxy)carbonyl)bicyclo[3.1.0]hexane-2-carboxylic acid). Isolated yield 27.0%. RXN SMILES: C(OC([N:7]1[C@:11]2([C@@H:16]([F:17])[CH2:15][C@@H:14]3[C@H:12]2[C@H:13]3[C:18]([OH:20])=[O:19])[C:10](=[O:21])[O:9]C1)=O)C=C.Br[CH2:23][C:24]1[O:25][C:26](=[O:30])[O:27][C:28]=1[CH3:29]>>[NH2:7][C@@:11]1([C:10]([OH:9])=[O:21])[C@@H:16]([F:17])[CH2:15][C@@H:14]2[C@H:12]1[C@H:13]2[C:18]([O:20][CH2:23][C:24]1[O:25][C:26](=[O:30])[O:27][C:28]=1[CH3:29])=[O:19]. Procedure: (1S,2S,3S,5R,6S)-3′-((Allyloxy)carbonyl)-3-fluoro-5′-oxospiro[bicyclo[3.1.0]hexan-2,4′-oxazolidine]-6-carboxylic acid (A-1-2, 660 mg) and 4-(bromomethyl)-5-methyl-1,3-dioxol-2-one (639 mg) were treated in the same manner as in Example A-1 (3) and (4) to give the title compound (A-16, 188 mg) as a pale yellow solid. Starting materials: ClCCl, C=CCN(C(=O)N(CCCl)N=O)C1OCC(O)C(O)C1O, O=C(OO)c1cccc(Cl)c1, c1ccccc1. Product: O=NN(CCCl)C(=O)N(CC1CO1)C1OCC(O)C(O)C1O. Reaction SMILES: [CH2:33]([Cl:34])[Cl:35].[Cl:1][CH2:2][CH2:3][N:4]([C:5](=[O:6])[N:7]([CH:8]1[CH:9]([OH:10])[CH:11]([OH:12])[CH:13]([OH:14])[CH2:15][O:16]1)[CH2:17][CH:18]=[CH2:19])[N:20]=[O:21].[OH:22][O:23][C:24]([c:25]1[cH:26][c:27]([Cl:28])[cH:29][cH:30][cH:31]1)=[O:32].[cH:36]1[cH:37][cH:38][cH:39][cH:40][cH:41]1>>[Cl:1][CH2:2][CH2:3][N:4]([C:5](=[O:6])[N:7]([CH:8]1[CH:9]([OH:10])[CH:11]([OH:12])[CH:13]([OH:14])[CH2:15][O:16]1)[CH2:17][CH:18]1[CH2:19][O:22]1)[N:20]=[O:21].